This data is from the Open Reaction Database (ORD), a public repository of structured organic reaction records. The task is: describe an organic reaction: reactants, conditions, products, and yield The reactants are BrB(Br)Br, COc1cc(CCNCc2ccccc2C(=O)NCCCCc2ccccc2)ccc1C, CO, ClCCl. Product: Cc1ccc(CCNCc2ccccc2C(=O)NCCCCc2ccccc2)cc1O. As a reaction SMILES: [B:33]([Br:34])([Br:35])[Br:36].[CH3:1][O:2][c:3]1[cH:4][c:5]([CH2:10][CH2:11][NH:12][CH2:13][c:14]2[c:15]([C:16](=[O:17])[NH:18][CH2:19][CH2:20][CH2:21][CH2:22][c:23]3[cH:24][cH:25][cH:26][cH:27][cH:28]3)[cH:29][cH:30][cH:31][cH:32]2)[cH:6][cH:7][c:8]1[CH3:9].[CH3:37][OH:38].[Cl:39][CH2:40][Cl:41]>>[OH:2][c:3]1[cH:4][c:5]([CH2:10][CH2:11][NH:12][CH2:13][c:14]2[c:15]([C:16](=[O:17])[NH:18][CH2:19][CH2:20][CH2:21][CH2:22][c:23]3[cH:24][cH:25][cH:26][cH:27][cH:28]3)[cH:29][cH:30][cH:31][cH:32]2)[cH:6][cH:7][c:8]1[CH3:9]. Starting materials: CC(=O)[O-], CC(=O)[O-], C=Cc1ccccc1, CCCCN(CCCC)CCCC, [Cl-], O=C1CCCCC1, [Pd+2], Cc1ccccc1C(=O)O. Product: Cc1ccccc1C=Cc1ccccc1. RXN SMILES: [C:40]([O-:41])(=[O:42])[CH3:43].[C:45]([O-:46])(=[O:47])[CH3:48].[CH2:12]=[CH:13][c:14]1[cH:15][cH:16][cH:17][cH:18][cH:19]1.[CH2:20]([N:21]([CH2:22][CH2:23][CH2:24][CH3:25])[CH2:26][CH2:27][CH2:28][CH3:29])[CH2:30][CH2:31][CH3:32].[Cl-:1].[O:33]=[C:34]1[CH2:35][CH2:36][CH2:37][CH2:38][CH2:39]1.[Pd+2:44].[c:2]1([CH3:11])[c:3]([C:8]([OH:9])=[O:10])[cH:4][cH:5][cH:6][cH:7]1>>[c:2]1([CH3:11])[c:3]([CH:8]=[CH:13][c:14]2[cH:15][cH:16][cH:17][cH:18][cH:19]2)[cH:4][cH:5][cH:6][cH:7]1. Reactants: COC(=O)C1CN(CC#Cc2ccsc2)CCC1CCCc1ccnc2ccc(OC)cc12, [Na+], C1COCCO1, [OH-]. Yields the product COc1ccc2nccc(CCCC3CCN(CC#Cc4ccsc4)CC3C(=O)O)c2c1. Reaction SMILES: [CH3:3][O:4][c:5]1[cH:6][c:7]2[c:8]([CH2:15][CH2:16][CH2:17][CH:18]3[CH:19]([C:32](=[O:33])[O:34][CH3:35])[CH2:20][N:21]([CH2:24][C:25]#[C:26][c:27]4[cH:28][s:29][cH:30][cH:31]4)[CH2:22][CH2:23]3)[cH:9][cH:10][n:11][c:12]2[cH:13][cH:14]1.[Na+:2].[O:36]1[CH2:37][CH2:38][O:39][CH2:40][CH2:41]1.[OH-:1]>>[CH3:3][O:4][c:5]1[cH:6][c:7]2[c:8]([CH2:15][CH2:16][CH2:17][CH:18]3[CH:19]([C:32](=[O:33])[OH:34])[CH2:20][N:21]([CH2:24][C:25]#[C:26][c:27]4[cH:28][s:29][cH:30][cH:31]4)[CH2:22][CH2:23]3)[cH:9][cH:10][n:11][c:12]2[cH:13][cH:14]1.